Dataset: the Open Reaction Database (ORD), a public repository of structured organic reaction records. Task: describe an organic reaction: reactants, conditions, products, and yield The reactants are O=C([O-])[O-], C1CCOC1, CCOc1cc2c(Cl)ncnc2cc1OC, [Cs+], [Cs+], Nc1cccc(S)c1. The product is CCOc1cc2c(Sc3cccc(N)c3)ncnc2cc1OC. Reaction SMILES: [C:1](=[O:2])([O-:3])[O-:4].[CH2:31]1[O:32][CH2:33][CH2:34][CH2:35]1.[Cl:15][c:16]1[n:17][cH:18][n:19][c:20]2[cH:21][c:22]([O:29][CH3:30])[c:23]([O:26][CH2:27][CH3:28])[cH:24][c:25]12.[Cs+:5].[Cs+:6].[NH2:7][c:8]1[cH:9][c:10]([SH:14])[cH:11][cH:12][cH:13]1>>[NH2:7][c:8]1[cH:9][c:10]([S:14][c:16]2[n:17][cH:18][n:19][c:20]3[cH:21][c:22]([O:29][CH3:30])[c:23]([O:26][CH2:27][CH3:28])[cH:24][c:25]23)[cH:11][cH:12][cH:13]1. Reactants: SC=1SC(=C(N1)C1=CC=CC=C1)C (2-mercapto-5-methyl-4-phenyl-thiazole), CI (methyl iodide), O (water), aqueous solution, [OH-].[Na+] (sodium hydroxide). Solvent: C(C)O (ethanol). Conditions: time 2 hour. The product is CC1=C(N=C(S1)SC)C1=CC=CC=C1 (5-methyl-2-methylthio-4-phenyl-thiazole). RXN SMILES: [SH:1][C:2]1[S:3][C:4]([CH3:13])=[C:5]([C:7]2[CH:12]=[CH:11][CH:10]=[CH:9][CH:8]=2)[N:6]=1.O.[OH-].[Na+].[CH3:17]I>C(O)C>[CH3:13][C:4]1[S:3][C:2]([S:1][CH3:17])=[N:6][C:5]=1[C:7]1[CH:12]=[CH:11][CH:10]=[CH:9][CH:8]=1 |f:2.3|. Procedure details: To 14.9 g. of 2-mercapto-5-methyl-4-phenyl-thiazole is added 60 ml. of water and 19.5 ml. of a 15% aqueous solution of sodium hydroxide and the mixture is stirred until most of the material dissolves. The stirred mixture is then treated with methyl iodide (5 ml.) in ethanol (20 ml.). After two hours, the reaction is complete (tlc) and the reaction mixture is extracted with ether. The combined ether extracts are washed successively with a 10% solution of sodium carbonate and brine, dried and conc... The reagents and catalysts are [C].[Pd] (palladium carbon). Reaction SMILES: [C:1]([N:5]1[C:9](/[CH:10]=[CH:11]/[C:12]2[CH:17]=[CH:16][C:15]([O:18][CH3:19])=[CH:14][CH:13]=2)=[C:8]([C:20]([NH2:22])=[O:21])[CH:7]=[N:6]1)([CH3:4])([CH3:3])[CH3:2].[H][H]>C1COCC1.C(O)C.[C].[Pd]>[C:1]([N:5]1[C:9]([CH2:10][CH2:11][C:12]2[CH:13]=[CH:14][C:15]([O:18][CH3:19])=[CH:16][CH:17]=2)=[C:8]([C:20]([NH2:22])=[O:21])[CH:7]=[N:6]1)([CH3:4])([CH3:2])[CH3:3] |f:4.5|. Product: C(C)(C)(C)N1N=CC(=C1CCC1=CC=C(C=C1)OC)C(=O)N (1-tert-butyl-5-(4-methoxyphenethyl)-1H-pyrazole-4-carboxamide). The reactants are C(C)(C)(C)N1N=CC(=C1\C=C\C1=CC=C(C=C1)OC)C(=O)N ((E)-1-tert-butyl-5-(4-methoxystyryl)-1H-pyrazole-4-carboxamide), [H][H] (hydrogen). Reported procedure: A mixed solution of the compound (80 mg, 0.27 mmol) obtained in step 1, 10% palladium carbon (28.4 mg, 0.27 mmol) in THF (15 mL) and ethanol (15 mL) was stirred under 1 atm hydrogen atmosphere at room temperature for 6 hr. The catalyst was filtered off, and the filtrate was concentrated under reduced pressure to give 1-tert-butyl-5-(4-methoxyphenethyl)-1H-pyrazole-4-carboxamide (80 mg, 0.265 mmol, 99%) as a white powder. Run in C1CCOC1 (THF), C(C)O (ethanol). Yield: 98.1%.